This data is from the Open Reaction Database (ORD), a public repository of structured organic reaction records. The task is: describe an organic reaction: reactants, conditions, products, and yield Reactants: C12C(CC(C=C1)C2)NC(=S)NN (N1-bicyclo[2.2.1]hept-5-en-2-ylhydrazine-1-carbothioamide), COC1=C(C=O)C=CC(=C1)N(C)C (2-methoxy-4-dimethylaminobenzaldehyde). Yields the product C12C(CC(C=C1)C2)NC(NN=CC2=C(C=C(C=C2)N(C)C)OC)=S (4-(Bicyclo[2.2.1]hept-5-en-2-yl)-1-(2-methoxy-4-dimethylaminobenzylidene)thiosemicarbazide), solid. Isolated yield 29.0%. RXN SMILES: [CH:1]12[CH2:7][CH:4]([CH:5]=[CH:6]1)[CH2:3][CH:2]2[NH:8][C:9]([NH:11][NH2:12])=[S:10].[CH3:13][O:14][C:15]1[CH:22]=[C:21]([N:23]([CH3:25])[CH3:24])[CH:20]=[CH:19][C:16]=1[CH:17]=O>>[CH:1]12[CH2:7][CH:4]([CH:5]=[CH:6]1)[CH2:3][CH:2]2[NH:8][C:9](=[S:10])[NH:11][N:12]=[CH:17][C:16]1[CH:19]=[CH:20][C:21]([N:23]([CH3:25])[CH3:24])=[CH:22][C:15]=1[O:14][CH3:13]. Procedure: The title compound was prepared from a mixture of N1-bicyclo[2.2.1]hept-5-en-2-ylhydrazine-1-carbothioamide (100 mg, 0.6 mmol) and 2-methoxy-4-dimethylaminobenzaldehyde (97 mg, 0.72 mmol) similar to Example 3 and isolated as a yellow solid (60 mg, 29%). 1H NMR (CDCl3): 9.08 (s, 1H), 8.05 (s, 1H), 7.65 (brs, 1H), 7.45 (brs, 1H), 6.27 (brs, 1H), 6.22 (ddd, J=8.1, 5.1, 2.7 Hz, 2H), 6.00 (s, 1H), 4.32 (m, 1H), 3.82 (s, 3H), 3.03 (s, 6H), 2.93 (s, 1H), 1.85 (m, 1H), 1.64 (m, 1H), 1.54 (m, 1H), 1.41 (... The reactants are CN(C)c1ccccc1, CN(C)c1ccc(C=O)cc1, CN(C)c1cccc(C(=O)O)c1, NC(N)=O, O, O=S(=O)(O)O. The product is CN(C)c1ccc(C(c2ccc(N(C)C)cc2)c2ccc(N(C)C)cc2C(=O)O)cc1. Reaction SMILES: [CH3:16][N:17]([CH3:18])[c:19]1[cH:20][cH:21][cH:22][cH:23][cH:24]1.[CH3:1][N:2]([c:3]1[cH:4][cH:5][c:6]([CH:7]=[O:8])[cH:9][cH:10]1)[CH3:11].[CH3:25][N:26]([c:27]1[cH:28][c:29]([C:30](=[O:31])[OH:32])[cH:33][cH:34][cH:35]1)[CH3:36].[NH2:12][C:13](=[O:14])[NH2:15].[OH2:42].[S:37](=[O:38])(=[O:39])([OH:40])[OH:41]>>[CH3:1][N:2]([c:3]1[cH:4][cH:5][c:6]([CH:7]([c:22]2[cH:21][cH:20][c:19]([N:17]([CH3:16])[CH3:18])[cH:24][cH:23]2)[c:33]2[c:29]([C:30](=[O:31])[OH:32])[cH:28][c:27]([N:26]([CH3:25])[CH3:36])[cH:35][cH:34]2)[cH:9][cH:10]1)[CH3:11]. The reactants are C(C)(C)(C)OC(=O)NN(CC=1N=C(SC1)C(C)C)C(=O)N[C@@H](C(C)C)C(=O)N[C@H](C[C@@H]([C@H](CC1=CC=CC=C1)NC(=O)OCC1=CN=CS1)O)CC1=CC=CC=C1 ((2S,3S,5S)-5-(N-(N-((N-(tert-butyloxycarbonyl-amino)-N-((2-isopropyl-4-thiazolyl)methyl)amino)carbonyl)valinyl)amino)-2-(N-((5-thiazolyl)methoxycarbonyl)amino)-1,6-diphenyl-3-hydroxyhexane), Cl (HCl), C(C)OCC (diethyl ether). Solvent: CO (methanol), O1CCOCC1 (dioxane). Run at time 2 hour. The product is Cl.NN(CC=1N=C(SC1)C(C)C)C(=O)N[C@@H](C(C)C)C(=O)N[C@H](C[C@@H]([C@H](CC1=CC=CC=C1)NC(=O)OCC1=CN=CS1)O)CC1=CC=CC=C1 ((2S,3S,5S)-5-(N-(N-((N-(Amino)-N-((2-isopropyl-4-thiazolyl)methyl)amino)carbonyl)valinyl)amino)-2-(N-((5-thiazolyl)methoxycarbonyl)amino)-1,6-diphenyl-3-hydroxyhexane Hydrochloride). Reaction SMILES: C(OC([NH:8][N:9]([C:19]([NH:21][C@H:22]([C:26]([NH:28][C@@H:29]([CH2:51][C:52]1[CH:57]=[CH:56][CH:55]=[CH:54][CH:53]=1)[CH2:30][C@H:31]([OH:50])[C@@H:32]([NH:40][C:41]([O:43][CH2:44][C:45]1[S:49][CH:48]=[N:47][CH:46]=1)=[O:42])[CH2:33][C:34]1[CH:39]=[CH:38][CH:37]=[CH:36][CH:35]=1)=[O:27])[CH:23]([CH3:25])[CH3:24])=[O:20])[CH2:10][C:11]1[N:12]=[C:13]([CH:16]([CH3:18])[CH3:17])[S:14][CH:15]=1)=O)(C)(C)C.[ClH:58].C(OCC)C>O1CCOCC1.CO>[ClH:58].[NH2:8][N:9]([C:19]([NH:21][C@H:22]([C:26]([NH:28][C@@H:29]([CH2:51][C:52]1[CH:57]=[CH:56][CH:55]=[CH:54][CH:53]=1)[CH2:30][C@H:31]([OH:50])[C@@H:32]([NH:40][C:41]([O:43][CH2:44][C:45]1[S:49][CH:48]=[N:47][CH:46]=1)=[O:42])[CH2:33][C:34]1[CH:35]=[CH:36][CH:37]=[CH:38][CH:39]=1)=[O:27])[CH:23]([CH3:24])[CH3:25])=[O:20])[CH2:10][C:11]1[N:12]=[C:13]([CH:16]([CH3:17])[CH3:18])[S:14][CH:15]=1 |f:5.6|. Procedure: To 60 mg (0.073 mmol) of (2S,3S,5S)-5-(N-(N-((N-(tert-butyloxycarbonyl-amino)-N-((2-isopropyl-4-thiazolyl)methyl)amino)carbonyl)valinyl)amino)-2-(N-((5-thiazolyl)methoxycarbonyl)amino)-1,6-diphenyl-3-hydroxyhexane was added 5 ml of 4M HCl in dioxane. The resulting solution was stirred at ambient temperature for 2 h. After concentration of the solution in vacuo, the residue was taken up in 0.5 ml of methanol, added to 20 ml of diethyl ether, and filtered to provide 40 mg (77%) of the desired comp... The reactants are CC(=O)O[BH-](OC(C)=O)OC(C)=O, CN1CCC(NCc2cc(-c3ccc4c(c3)oc(=O)n4C(c3ccccc3)(c3ccccc3)c3ccccc3)co2)CC1, CC(=O)O, ClC(Cl)Cl, ClCCCl, O=Cc1ccc(F)cc1, [Na+]. The product is CN1CCC(N(Cc2ccc(F)cc2)Cc2cc(-c3ccc4c(c3)oc(=O)n4C(c3ccccc3)(c3ccccc3)c3ccccc3)co2)CC1. RXN SMILES: [C:1]([O:2][BH-:3]([O:4][C:5](=[O:6])[CH3:7])[O:8][C:9](=[O:10])[CH3:11])(=[O:12])[CH3:13].[CH3:15][N:16]1[CH2:17][CH2:18][CH:19]([NH:22][CH2:23][c:24]2[cH:25][c:26](-[c:29]3[cH:30][c:31]4[c:32]([n:33]([C:37]([c:38]5[cH:39][cH:40][cH:41][cH:42][cH:43]5)([c:44]5[cH:45][cH:46][cH:47][cH:48][cH:49]5)[c:50]5[cH:51][cH:52][cH:53][cH:54][cH:55]5)[c:34](=[O:36])[o:35]4)[cH:56][cH:57]3)[cH:27][o:28]2)[CH2:20][CH2:21]1.[CH3:67][C:68](=[O:69])[OH:70].[CH:75]([Cl:76])([Cl:77])[Cl:78].[Cl:71][CH2:72][CH2:73][Cl:74].[F:58][c:59]1[cH:60][cH:61][c:62]([CH:63]=[O:64])[cH:65][cH:66]1.[Na+:14]>>[CH3:15][N:16]1[CH2:17][CH2:18][CH:19]([N:22]([CH2:23][c:24]2[cH:25][c:26](-[c:29]3[cH:30][c:31]4[c:32]([n:33]([C:37]([c:38]5[cH:39][cH:40][cH:41][cH:42][cH:43]5)([c:44]5[cH:45][cH:46][cH:47][cH:48][cH:49]5)[c:50]5[cH:51][cH:52][cH:53][cH:54][cH:55]5)[c:34](=[O:36])[o:35]4)[cH:56][cH:57]3)[cH:27][o:28]2)[CH2:63][c:62]2[cH:61][cH:60][c:59]([F:58])[cH:66][cH:65]2)[CH2:20][CH2:21]1. Starting materials: C1CCOC1, CCOCCCOc1ccc(-c2ccc3c(c2)C=C(C(=O)OC)CCN3)cc1, CC(=O)O, O=CO. The product is CCOCCCOc1ccc(-c2ccc3c(c2)C=C(C(=O)OC)CCN3C=O)cc1. RXN SMILES: [CH2:36]1[O:37][CH2:38][CH2:39][CH2:40]1.[CH2:8]([CH3:9])[O:10][CH2:11][CH2:12][CH2:13][O:14][c:15]1[cH:16][cH:17][c:18](-[c:21]2[cH:22][cH:23][c:24]3[c:25]([cH:35]2)[CH:26]=[C:27]([C:31](=[O:32])[O:33][CH3:34])[CH2:28][CH2:29][NH:30]3)[cH:19][cH:20]1.[CH3:1][C:2]([OH:3])=[O:4].[CH:5]([OH:6])=[O:7]>>[CH:2](=[O:3])[N:30]1[c:24]2[cH:23][cH:22][c:21](-[c:18]3[cH:17][cH:16][c:15]([O:14][CH2:13][CH2:12][CH2:11][O:10][CH2:8][CH3:9])[cH:20][cH:19]3)[cH:35][c:25]2[CH:26]=[C:27]([C:31](=[O:32])[O:33][CH3:34])[CH2:28][CH2:29]1. Run at time 3.4 hour. The product is C(C)OC1=C(C(=O)OCC)C=C(C(=C1)F)[N+](=O)[O-] (Ethyl 2-ethoxy-4-fluoro-5-nitrobenzoate). Run in ice water. Procedure details: In nitrogen atmosphere, to ethyl 2-ethoxy-4-fluorobenzoate as synthesized in above Production Example 31, 6.51 g, conc. sulfuric acid 34 mL was added under cooling with ice. Potassium nitrate 3.26 g was further added little by little, under cooling with salt-ice, followed by stirring for 3.4 hours under cooling with ice. The reaction liquid was poured in ice water, and the precipitated crystals were recovered by filtration and washed with water. Recrystallizing the crystals from tert-butyl methy... RXN SMILES: [CH2:1]([O:3][C:4]1[CH:14]=[C:13]([F:15])[CH:12]=[CH:11][C:5]=1[C:6]([O:8][CH2:9][CH3:10])=[O:7])[CH3:2].S(=O)(=O)(O)O.[N+:21]([O-])([O-:23])=[O:22].[K+]>>[CH2:1]([O:3][C:4]1[CH:14]=[C:13]([F:15])[C:12]([N+:21]([O-:23])=[O:22])=[CH:11][C:5]=1[C:6]([O:8][CH2:9][CH3:10])=[O:7])[CH3:2] |f:2.3|. The reactants are salt-ice, C(C)OC1=C(C(=O)OCC)C=CC(=C1)F (ethyl 2-ethoxy-4-fluorobenzoate), S(O)(O)(=O)=O (sulfuric acid), [N+](=O)([O-])[O-].[K+] (Potassium nitrate).